The task is: describe an organic reaction: reactants, conditions, products, and yield. This data is from the Open Reaction Database (ORD), a public repository of structured organic reaction records. The reactants are COC(=O)c1ccc(C(=O)NN)cc1, CN(C)C=O, CC(=O)c1c(C)nn(-c2ccc(C(F)(F)F)cn2)c1O. The product is COC(=O)c1ccc(C(=O)NN=C(C)c2c(C)nn(-c3ccc(C(F)(F)F)cn3)c2O)cc1. As a reaction SMILES: [CH3:21][O:22][C:23](=[O:24])[c:25]1[cH:26][cH:27][c:28]([C:29](=[O:30])[NH:31][NH2:32])[cH:33][cH:34]1.[O:35]=[CH:36][N:37]([CH3:38])[CH3:39].[OH:1][c:2]1[c:3]([C:18]([CH3:19])=[O:20])[c:4]([CH3:17])[n:5][n:6]1-[c:7]1[n:8][cH:9][c:10]([C:13]([F:14])([F:15])[F:16])[cH:11][cH:12]1>>[OH:1][c:2]1[c:3]([C:18]([CH3:19])=[N:32][NH:31][C:29]([c:28]2[cH:27][cH:26][c:25]([C:23]([O:22][CH3:21])=[O:24])[cH:34][cH:33]2)=[O:30])[c:4]([CH3:17])[n:5][n:6]1-[c:7]1[n:8][cH:9][c:10]([C:13]([F:14])([F:15])[F:16])[cH:11][cH:12]1. The reactants are COC=1C=C(C=CC1)\C(\[C@H](CN(C)C)C)=C/C ((Z)-(2R)-[3-(3-Methoxy-phenyl)-2-methyl-pent-3-enyl]-dimethyl-amine), COC=1C=C(C=CC1)\C(\[C@H](CN(C)C)C)=C/C ((Z)-(2R)-[3-(3-methoxy-phenyl)-2-methyl-pent-3-enyl]-dimethyl-amine), COC=1C=C(C=CC1)\C(\[C@H](CN(C)C)C)=C\C ((E)-(2R)-[3-(3-methoxy-phenyl)-2-methyl-pent-3-enyl]-dimethyl-amine), O (water), C[Si](Cl)(C)C (trimethylchlorosilane). Solvent: CC(=O)C (acetone). Conditions: time 72 hour. The product is Cl.COC=1C=C(C=CC1)\C(\[C@H](CN(C)C)C)=C/C ((Z)-(2R)-[3-(3-methoxy-phenyl)-2-methyl-pent-3-enyl]-dimethyl-amine hydrochloride). Reaction SMILES: [CH3:1][O:2][C:3]1[CH:4]=[C:5](/[C:9](=[CH:16]\[CH3:17])/[C@@H:10]([CH3:15])[CH2:11][N:12]([CH3:14])[CH3:13])[CH:6]=[CH:7][CH:8]=1.COC1C=C(/C(=C/C)/[C@@H](C)CN(C)C)C=CC=1.O.C[Si](C)(C)[Cl:38]>CC(C)=O>[ClH:38].[CH3:1][O:2][C:3]1[CH:4]=[C:5](/[C:9](=[CH:16]\[CH3:17])/[C@@H:10]([CH3:15])[CH2:11][N:12]([CH3:14])[CH3:13])[CH:6]=[CH:7][CH:8]=1 |f:5.6|. Reported procedure: (Z)-(2R)-[3-(3-Methoxy-phenyl)-2-methyl-pent-3-enyl]-dimethyl-amine 201 g (0.86 mol) of a mixture of (Z)-(2R)-[3-(3-methoxy-phenyl)-2-methyl-pent-3-enyl]-dimethyl-amine, (E)-(2R)-[3-(3-methoxy-phenyl)-2-methyl-pent-3-enyl]-dimethyl-amine and by-products (see Example 1) are dissolved in 1 l of acetone and 15.5 g (0.86 mol) of water are added. 94.0 g (0.87 mol) of trimethylchlorosilane are then added dropwise and the mixture is stirred at 5° C.-8° C. for 72 h. The crystals which have precipitated ... Starting materials: ClC=1C=C(N)C=C(C1)Cl (3,5-dichloroaniline), C(CC)(OCC)(OCC)OCC (triethyl orthopropionate). Yields the product ClC=1C=C(C=C(C1)Cl)N=C(CC)OCC (Ethyl N-(3,5-dichlorophenyl)propionimidate). RXN SMILES: [Cl:1][C:2]1[CH:3]=[C:4]([CH:6]=[C:7]([Cl:9])[CH:8]=1)[NH2:5].[C:10](OCC)(OCC)([O:13][CH2:14][CH3:15])[CH2:11][CH3:12]>>[Cl:1][C:2]1[CH:3]=[C:4]([N:5]=[C:10]([O:13][CH2:14][CH3:15])[CH2:11][CH3:12])[CH:6]=[C:7]([Cl:9])[CH:8]=1. Procedure: This is prepared by the reaction of equimolar amounts of 3,5-dichloroaniline and triethyl orthopropionate, as generally described in Chemical Reviews 61, 185 (1961), to give an 86% weight yield of product distilling at 89° C./0.15 mm.